Dataset: the Open Reaction Database (ORD), a public repository of structured organic reaction records. Task: describe an organic reaction: reactants, conditions, products, and yield Reported procedure: Chloroacetyl chloride (28.25 g) was added dropwise over 1.5 hours to a stirred mixture of resorcinol (Aldrich Chemical Company) (22 g), aluminum chloride (33.3 g) and nitrobenzene (250 cc), the temperature being kept at 50°-55° C. during the chloroacetyl chloride addition and for an additional 15 minutes thereafter. The solution was then cooled and poured into an excess of ice and dilute hydrochloric acid. The organic layer was retained and extracted with aqueous sodium hydroxide (300 ml, 1M). T... Starting materials: ClCC(=O)Cl (chloroacetyl chloride), ClCC(=O)Cl (Chloroacetyl chloride), C1(O)=CC(O)=CC=C1 (resorcinol), [Cl-].[Al+3].[Cl-].[Cl-] (aluminum chloride), Cl (hydrochloric acid). As a reaction SMILES: Cl[CH2:2][C:3](Cl)=[O:4].[C:6]1([CH:13]=[CH:12][CH:11]=[C:9]([OH:10])[CH:8]=1)[OH:7].[Cl-].[Al+3].[Cl-].[Cl-].Cl>[N+](C1C=CC=CC=1)([O-])=O>[OH:7][C:6]1[CH:8]=[C:9]2[C:11]([C:3](=[O:4])[CH2:2][O:10]2)=[CH:12][CH:13]=1 |f:2.3.4.5|. Product: OC1=CC=C2C(COC2=C1)=O (6-hydroxycoumaran-3-one). Solvent: [N+](=O)([O-])C1=CC=CC=C1 (nitrobenzene). Reactants: CCCCCCBr, O=C([O-])O, CC(=O)N1CCN(c2ccc(O)cc2)CC1, CS(C)=O, CCOC(C)=O, [K+], O. The product is CCCCCCOc1ccc(N2CCN(C(C)=O)CC2)cc1. Reaction SMILES: [Br:22][CH2:23][CH2:24][CH2:25][CH2:26][CH2:27][CH3:28].[C:17](=[O:18])([OH:19])[O-:20].[C:1]([CH3:2])(=[O:3])[N:4]1[CH2:5][CH2:6][N:7]([c:10]2[cH:11][cH:12][c:13]([OH:16])[cH:14][cH:15]2)[CH2:8][CH2:9]1.[CH3:30][S:31]([CH3:32])=[O:33].[CH3:34][CH2:35][O:36][C:37](=[O:38])[CH3:39].[K+:21].[OH2:29]>>[C:1]([CH3:2])(=[O:3])[N:4]1[CH2:5][CH2:6][N:7]([c:10]2[cH:11][cH:12][c:13]([O:16][CH2:23][CH2:24][CH2:25][CH2:26][CH2:27][CH3:28])[cH:14][cH:15]2)[CH2:8][CH2:9]1.